From a dataset of the Open Reaction Database (ORD), a public repository of structured organic reaction records. describe an organic reaction: reactants, conditions, products, and yield Starting materials: C(C=C)#N (acrylonitrile), FC(C(=O)O)(F)F (trifluoroacetic acid), C(#N)C(C(=O)OCC)NC=O (ethyl 2-cyano-2-(formylamino)acetate). Run in ClCCCl (1,2-dichloroethane). Yields the product NC=1C(=NC=CC1C#N)C(=O)OCC (Ethyl 3-amino-4-cyanopyridine-2-carboxylate). Yield: 21.0%. As a reaction SMILES: [C:1]([CH:3]([NH:9][CH:10]=O)[C:4]([O:6][CH2:7][CH3:8])=[O:5])#[N:2].[C:12](#[N:15])[CH:13]=[CH2:14].FC(F)(F)C(O)=O>ClCCCl>[NH2:2][C:1]1[C:3]([C:4]([O:6][CH2:7][CH3:8])=[O:5])=[N:9][CH:10]=[CH:14][C:13]=1[C:12]#[N:15]. Reported procedure: A stirred solution of ethyl 2-cyano-2-(formylamino)acetate J. Org. Chem., 1979, 44, 3835; 0.47 g, 0.003 mol), acrylonitrile (1.2 ml, 0.018 mol) and trifluoroacetic acid (0.02 ml, 0.0003 mol) in 1,2-dichloroethane (4 ml) was heated under reflux for 3 days. The solvent was removed by evaporation under vacuum, the residue dissolved in dichloromethane (30 ml) and the resulting solution washed with saturated aqueous sodium bicarbonate solution (30 ml). The aqueous phase was washed with dichloromethan... The reactants are CN(CCN1C(NC2=C1C=CC(=C2)C(=O)OC)=O)C (1,3-dihydro-1-(2dimethylaminoethyl)-5-methoxycarbonyl-2H-benzimidazol-2-one), [H-].[Al+3].[Li+].[H-].[H-].[H-] (lithium aluminum hydride). Solvent: O1CCCC1 (tetrahydrofuran). Conditions: time 1 hour. The product is CN(CCN1C(NC2=C1C=CC(=C2)CO)=O)C (1,3-dihydro-1-(2-dimethylaminoethyl)-5-hydroxymethyl-2H-benzimidazol-2-one). Yield: 60.5%. RXN SMILES: [CH3:1][N:2]([CH3:19])[CH2:3][CH2:4][N:5]1[C:9]2[CH:10]=[CH:11][C:12]([C:14](OC)=[O:15])=[CH:13][C:8]=2[NH:7][C:6]1=[O:18].[H-].[Al+3].[Li+].[H-].[H-].[H-]>O1CCCC1>[CH3:1][N:2]([CH3:19])[CH2:3][CH2:4][N:5]1[C:9]2[CH:10]=[CH:11][C:12]([CH2:14][OH:15])=[CH:13][C:8]=2[NH:7][C:6]1=[O:18] |f:1.2.3.4.5.6|. Reported procedure: To a solution of 0.37 g of 1,3-dihydro-1-(2dimethylaminoethyl)-5-methoxycarbonyl-2H-benzimidazol-2-one in 15 ml of tetrahydrofuran was added 0.10 g of lithium aluminum hydride. After being stirred for 1 hour at room temperature, the reaction was quenched by the addition of 3.0 g of sodium sulfate hydrate. The solid was removed by filtration and the solvent was evaporated in vacuo. The residue was chromatographed on silica gel using chloroform-methanol-ammonium hydroxide (40:10:1) to provide 0.20...